This data is from the Open Reaction Database (ORD), a public repository of structured organic reaction records. The task is: describe an organic reaction: reactants, conditions, products, and yield Reactants: O=Cc1ccc(Br)cc1, CC(C)(C)[PH+](C(C)(C)C)C(C)(C)C, C#C[Si](C)(C)C, Cc1ccccc1, C1CCC(NC2CCCCC2)CC1, [Cl-], [Cu]I, [Na+], CC(=O)[O-], CC(=O)[O-], C1CCOC1, [Pd+2], Cc1ccc([B-](c2ccc(C)cc2)(c2ccc(C)cc2)c2ccc(C)cc2)cc1. The product is C[Si](C)(C)C#Cc1ccc(C=O)cc1. RXN SMILES: [Br:56][c:57]1[cH:58][cH:59][c:60]([CH:61]=[O:62])[cH:63][cH:64]1.[C:43]([PH+:44]([C:45]([CH3:46])([CH3:47])[CH3:48])[C:49]([CH3:50])([CH3:51])[CH3:52])([CH3:53])([CH3:54])[CH3:55].[CH3:65][Si:66]([CH3:67])([CH3:68])[C:69]#[CH:70].[CH3:84][c:85]1[cH:86][cH:87][cH:88][cH:89][cH:90]1.[CH:1]1([NH:2][CH:3]2[CH2:4][CH2:5][CH2:6][CH2:7][CH2:8]2)[CH2:9][CH2:10][CH2:11][CH2:12][CH2:13]1.[Cl-:72].[Cu:82][I:83].[Na+:71].[O-:74][C:75]([CH3:76])=[O:77].[O-:78][C:79]([CH3:80])=[O:81].[O:91]1[CH2:92][CH2:93][CH2:94][CH2:95]1.[Pd+2:73].[c:14]1([CH3:15])[cH:16][cH:17][c:18]([B-:19]([c:20]2[cH:21][cH:22][c:23]([CH3:24])[cH:25][cH:26]2)([c:27]2[cH:28][cH:29][c:30]([CH3:31])[cH:32][cH:33]2)[c:34]2[cH:35][cH:36][c:37]([CH3:38])[cH:39][cH:40]2)[cH:41][cH:42]1>>[c:57]1([C:70]#[C:69][Si:66]([CH3:65])([CH3:67])[CH3:68])[cH:58][cH:59][c:60]([CH:61]=[O:62])[cH:63][cH:64]1. Reactants: BrB(Br)Br, CC#N, COC1CN(c2ncc(C(=O)O)s2)CCC1NC(=O)c1[nH]c(C)c(Cl)c1Cl, ClCCl, ClCCl, O, O. Product: Cc1[nH]c(C(=O)NC2CCN(c3ncc(C(=O)O)s3)CC2O)c(Cl)c1Cl. As a reaction SMILES: [B:28]([Br:29])([Br:30])[Br:31].[C:40](#[N:41])[CH3:42].[Cl:1][c:2]1[c:3]([C:9](=[O:10])[NH:11][CH:12]2[CH:13]([O:26][CH3:27])[CH2:14][N:15]([c:18]3[s:19][c:20]([C:23](=[O:24])[OH:25])[cH:21][n:22]3)[CH2:16][CH2:17]2)[nH:4][c:5]([CH3:8])[c:6]1[Cl:7].[Cl:32][CH2:33][Cl:34].[Cl:36][CH2:37][Cl:38].[OH2:35].[OH2:39]>>[Cl:1][c:2]1[c:3]([C:9](=[O:10])[NH:11][CH:12]2[CH:13]([OH:26])[CH2:14][N:15]([c:18]3[s:19][c:20]([C:23](=[O:24])[OH:25])[cH:21][n:22]3)[CH2:16][CH2:17]2)[nH:4][c:5]([CH3:8])[c:6]1[Cl:7].